The task is: describe an organic reaction: reactants, conditions, products, and yield. This data is from the Open Reaction Database (ORD), a public repository of structured organic reaction records. Starting materials: C(C=C)(=O)O (acrylic acid), [OH-].[Na+] (sodium hydroxide), C(C1CO1)OCCOCC1CO1 (ethylene glycol diglycidyl ether), C(C=C)(=O)NCOS(=O)(=O)CCC.[Na] (sodium acrylamidomethylpropanesulfonate), S(=O)(=O)([O-])OOS(=O)(=O)[O-].[K+].[K+] (potassium persulfate). Solvent: O (water). Product: C(C=C)(=O)[O-].[Na+].C(C=C)(=O)NCOS(=O)(=O)CCC.[Na] (sodium acrylate sodium acrylamidomethylpropanesulfonate). RXN SMILES: [C:1]([OH:5])(=[O:4])[CH:2]=[CH2:3].[C:6]([NH:10][CH2:11][O:12][S:13]([CH2:16][CH2:17][CH3:18])(=[O:15])=[O:14])(=[O:9])[CH:7]=[CH2:8].[Na:19].S(OOS([O-])(=O)=O)([O-])(=O)=O.[K+].[K+].C(OCCOCC1OC1)C1OC1.[OH-].[Na+:45]>O>[C:1]([O-:5])(=[O:4])[CH:2]=[CH2:3].[Na+:45].[C:6]([NH:10][CH2:11][O:12][S:13]([CH2:16][CH2:17][CH3:18])(=[O:15])=[O:14])(=[O:9])[CH:7]=[CH2:8].[Na:19] |f:1.2,3.4.5,7.8,10.11.12.13,^1:18,65|. Procedure details: 51.1 g of acrylic acid was diluted with 22.6 g of water and neutralized with 75.0 g of a 30 wt. % aqueous sodium hydroxide solution under cooling. Thereafter, 143.3 of a 40 wt. % aqueous sodium acrylamidomethylpropanesulfonate solution was added thereto, and then 7.9 g of a 5.2 wt. % aqueous potassium persulfate solution and 0.082 g of epoxy bifunctional cross linking agent (ethylene glycol diglycidyl ether) were added thereto to prepare a homogeneous solution as the aqueous monomer/initiator so... The reactants are S1C=C(C=C1)C1=CC=NC=2N1C=NC2C#N (4-(3-Thienyl)imidazo[1,5-a]pyrimidine-8-carbonitrile), CN(C=CC(=O)C=1SC=CC1)C (3-dimethylamino-1-(2-thienyl)-2-propen-1-one). Yields the product S1C=C(C=C1)C1=CC=NC=2N1C=NC2C(=O)N (4-(3-thienyl)imidazo[1,5-a]pyrimidine-8-carboxamide). As a reaction SMILES: [S:1]1[CH:5]=[CH:4][C:3]([C:6]2[N:11]3[CH:12]=[N:13][C:14]([C:15]#[N:16])=[C:10]3[N:9]=[CH:8][CH:7]=2)=[CH:2]1.CN(C)C=CC(C1SC=CC=1)=[O:22]>>[S:1]1[CH:5]=[CH:4][C:3]([C:6]2[N:11]3[CH:12]=[N:13][C:14]([C:15]([NH2:16])=[O:22])=[C:10]3[N:9]=[CH:8][CH:7]=2)=[CH:2]1. Procedure: 3-Dimethylamino-1-(3-thienyl)-2-propen-1-one (prepared as described in Example 2) can be substituted for 3-dimethylamino-1-(2-thienyl)-2-propen-1-one in the procedure of Example 6, to produce 4-(3-thienyl)imidazo[1,5-a]pyrimidine-8-carboxamide. The solvent is C1CCOC1 (THF), C1CCOC1 (THF). The reagents and catalysts are [Br-].C[P+](C1=CC=CC=C1)(C1=CC=CC=C1)C1=CC=CC=C1 (methyltriphenylphosphonium bromide). Yield: 77.4%. As a reaction SMILES: [CH3:1][Si]([N-][Si](C)(C)C)(C)C.[Na+].[CH:11]([C@H:13]1[CH2:18][CH2:17][CH2:16][CH2:15][N:14]1[C:19]([O:21][C:22]([CH3:25])([CH3:24])[CH3:23])=[O:20])=O>[Br-].C[P+](C1C=CC=CC=1)(C1C=CC=CC=1)C1C=CC=CC=1.C1COCC1>[CH:11]([C@H:13]1[CH2:18][CH2:17][CH2:16][CH2:15][N:14]1[C:19]([O:21][C:22]([CH3:25])([CH3:24])[CH3:23])=[O:20])=[CH2:1] |f:0.1,3.4|. Reactants: C(=O)[C@@H]1N(CCCC1)C(=O)OC(C)(C)C ((R)-tert-butyl 2-formylpiperidine-1-carboxylate), C[Si](C)(C)[N-][Si](C)(C)C.[Na+] (NaHMDS). Reported procedure: NaHMDS (1.0 M in THF, 18.6 mL, 18.6 mmol) was slowly added over 15 min to a 0° C. solution of methyltriphenylphosphonium bromide (7.19 gm, 20.1 mmol) in THF (65 mL). The yellow mixture was stirred at 0° C. for 45 min and then cooled to −78° C. A solution of (R)-tert-butyl 2-formylpiperidine-1-carboxylate (3.30 gm, 15.5 mmol) in THF (10 mL) was added dropwise. The reaction mixture was then stirred at 0° C. for 1 hr. The reaction was quenched by the addition of saturated aqueous NH4Cl. The solutio... Run at temperature 0 celsius, time 45 minute. The product is C(=C)[C@@H]1N(CCCC1)C(=O)OC(C)(C)C ((R)-tert-butyl 2-vinylpiperidine-1-carboxylate). Starting materials: CC1(OC(=O)CC(=O)O1)C (Meldrum's acid), N1C(C(=O)O)CCC1 (D,L-proline), BrC=1SC(=CN1)C=O (2-bromo-5-formylthiazole), CSCC=1C=CC=C2C=CNC12 (7-[(Methylsulfanyl)methyl]-1H-indole). The solvent is C(C)#N (acetonitrile). Reaction conditions: time 8 hour. Product: BrC=1SC(=CN1)C(C1C(OC(OC1=O)(C)C)=O)C1=CNC2=C(C=CC=C12)CSC (5-[(2-Bromo-1,3-thiazol-5-yl){7-[(methylsulfanyl)methyl]-1H-indol-3-yl}methyl]-2,2-dimethyl-1,3-dioxane-4,6-dione). Reaction SMILES: [CH3:1][C:2]1([CH3:10])[O:9][C:7](=[O:8])[CH2:6][C:4](=[O:5])[O:3]1.N1CCCC1C(O)=O.[Br:19][C:20]1[S:21][C:22]([CH:25]=O)=[CH:23][N:24]=1.[CH3:27][S:28][CH2:29][C:30]1[CH:31]=[CH:32][CH:33]=[C:34]2[C:38]=1[NH:37][CH:36]=[CH:35]2>C(#N)C>[Br:19][C:20]1[S:21][C:22]([CH:25]([C:35]2[C:34]3[C:38](=[C:30]([CH2:29][S:28][CH3:27])[CH:31]=[CH:32][CH:33]=3)[NH:37][CH:36]=2)[CH:6]2[C:7](=[O:8])[O:9][C:2]([CH3:10])([CH3:1])[O:3][C:4]2=[O:5])=[CH:23][N:24]=1. Reported procedure: 1.02 g (7.08 mmol) of Meldrum's acid, 0.04 g (0.34 mmol) of D,L-proline and 1.36 g (7.08 mmol) of 2-bromo-5-formylthiazole were successively added to a solution of 1.30 g (6.75 mmol) of the compound from Example 8A in 50 ml of acetonitrile. The reaction mixture was stirred at RT overnight and then the solvent was removed in vacuo. Purification of the residue by flash chromatography on silica gel (mobile phase: dichloromethane/methanol 95/5) resulted in 3.58 g (81% purity, 87% of theory) of the t...